Dataset: the Open Reaction Database (ORD), a public repository of structured organic reaction records. Task: describe an organic reaction: reactants, conditions, products, and yield The reactants are CCOC(=O)CN(Cc1ccccc1)S(=O)(=O)c1ccc(OC)cc1, CCO, [Na+], [OH-]. Product: COc1ccc(S(=O)(=O)N(CC(=O)O)Cc2ccccc2)cc1. RXN SMILES: [CH2:1]([c:2]1[cH:3][cH:4][cH:5][cH:6][cH:7]1)[N:8]([CH2:9][C:10](=[O:11])[O:12][CH2:13][CH3:14])[S:15](=[O:16])(=[O:17])[c:18]1[cH:19][cH:20][c:21]([O:24][CH3:25])[cH:22][cH:23]1.[CH3:28][CH2:29][OH:30].[Na+:27].[OH-:26]>>[CH2:1]([c:2]1[cH:3][cH:4][cH:5][cH:6][cH:7]1)[N:8]([CH2:9][C:10](=[O:11])[OH:12])[S:15](=[O:16])(=[O:17])[c:18]1[cH:19][cH:20][c:21]([O:24][CH3:25])[cH:22][cH:23]1.